Dataset: the Open Reaction Database (ORD), a public repository of structured organic reaction records. Task: describe an organic reaction: reactants, conditions, products, and yield Starting materials: Cl.N1=C(C=CC=C1)CCl (picolyl chloride hydrochloride), ClC=1C=C(C=CC1O)NC1=NC=NC2=CC=CC(=C12)OC[C@@H](C)N(C(C)=O)C (N-[(1R)-2-({4-[(3-chloro-4-hydroxyphenyl)amino]quinazolin-5-yl}oxy)-1-methylethyl]-N-methylacetamide). Product: ClC=1C=C(C=CC1OCC1=NC=CC=C1)NC1=NC=NC2=CC=CC(=C12)OC[C@@H](C)N(C(C)=O)C (N-{(1R)-2-[(4-{[3-Chloro-4-(pyridin-2-ylmethoxy)phenyl]amino}quinazolin-5-yl)oxy]-1-methylethyl}-N-methylacetamide). Isolated yield 7.0%. As a reaction SMILES: Cl.[N:2]1[CH:7]=[CH:6][CH:5]=[CH:4][C:3]=1[CH2:8]Cl.[Cl:10][C:11]1[CH:12]=[C:13]([NH:18][C:19]2[C:28]3[C:23](=[CH:24][CH:25]=[CH:26][C:27]=3[O:29][CH2:30][C@H:31]([N:33]([CH3:37])[C:34](=[O:36])[CH3:35])[CH3:32])[N:22]=[CH:21][N:20]=2)[CH:14]=[CH:15][C:16]=1[OH:17]>>[Cl:10][C:11]1[CH:12]=[C:13]([NH:18][C:19]2[C:28]3[C:23](=[CH:24][CH:25]=[CH:26][C:27]=3[O:29][CH2:30][C@H:31]([N:33]([CH3:37])[C:34](=[O:36])[CH3:35])[CH3:32])[N:22]=[CH:21][N:20]=2)[CH:14]=[CH:15][C:16]=1[O:17][CH2:8][C:3]1[CH:4]=[CH:5][CH:6]=[CH:7][N:2]=1 |f:0.1|. Procedure: The procedure described in Example 3 was repeated using picolyl chloride hydrochloride and N-[(1R)-2-({4-[(3-chloro-4-hydroxyphenyl)amino]quinazolin-5-yl}oxy)-1-methylethyl]-N-methylacetamide to give the title compound in 7% yield; NMR spectrum (DMSO-d6) 1.18 (d, 3H), 1.83 (s, 3H), 2.84 (s, 3H), 4.19-4.43 (m, 2H), 5.14-5.24 (m, 1H), 5.30 (s, 2H), 7.16-7.27 (m, 2H), 7.32-7.38 (m, 2H), 7.45-7.50 (m, 1H), 7.58 (d, 1H), 7.72 (t, 1H), 7.87 (t, 2H), 8.43 (s, 1H), 8.59 (d, 1H), 9.53 (s, 1H); Mass spect... The reactants are O=C([O-])[O-], COCCOC, O=C(Nc1ccncc1)c1cccn(C2CCc3c(Cl)cccc32)c1=O, [Na+], [Na+], O, OB(O)c1ccccc1, Cl[Pd]Cl, c1ccc(P(c2ccccc2)c2ccccc2)cc1, c1ccc(P(c2ccccc2)c2ccccc2)cc1. Product: O=C(Nc1ccncc1)c1cccn(C2CCc3c(-c4ccccc4)cccc32)c1=O. As a reaction SMILES: [C:36](=[O:37])([O-:38])[O-:39].[CH3:43][O:44][CH2:45][CH2:46][O:47][CH3:48].[Cl:1][c:2]1[c:3]2[c:7]([cH:8][cH:9][cH:10]1)[CH:6]([n:11]1[c:12](=[O:26])[c:13]([C:17](=[O:18])[NH:19][c:20]3[cH:21][cH:22][n:23][cH:24][cH:25]3)[cH:14][cH:15][cH:16]1)[CH2:5][CH2:4]2.[Na+:40].[Na+:41].[OH2:42].[OH:27][B:28]([OH:29])[c:30]1[cH:31][cH:32][cH:33][cH:34][cH:35]1.[Pd:49]([Cl:50])[Cl:51].[c:52]1([P:53]([c:54]2[cH:55][cH:56][cH:57][cH:58][cH:59]2)[c:60]2[cH:61][cH:62][cH:63][cH:64][cH:65]2)[cH:66][cH:67][cH:68][cH:69][cH:70]1.[c:71]1([P:72]([c:73]2[cH:74][cH:75][cH:76][cH:77][cH:78]2)[c:79]2[cH:80][cH:81][cH:82][cH:83][cH:84]2)[cH:85][cH:86][cH:87][cH:88][cH:89]1>>[c:2]12[c:3]([c:7](-[c:30]3[cH:31][cH:32][cH:33][cH:34][cH:35]3)[cH:8][cH:9][cH:10]1)[CH2:4][CH2:5][CH:6]2[n:11]1[c:12](=[O:26])[c:13]([C:17](=[O:18])[NH:19][c:20]2[cH:21][cH:22][n:23][cH:24][cH:25]2)[cH:14][cH:15][cH:16]1. The reactants are C1(CCCC1)CC(C(=O)NC=1SC=C(N1)C(=O)O)C1=CC=C(C=C1)OC1=CC=CC=C1 (2-[3-cyclopentyl-2-(4-phenoxy-phenyl)-propionylamino]-thiazole-4-carboxylic acid), Cl (hydrochloric acid), CO (methanol). Yields the product hexanes ethyl acetate, COC(=O)C=1N=C(SC1)NC(C(CC1CCCC1)C1=CC=C(C=C1)OC1=CC=CC=C1)=O (2-[3-cyclopentyl-2-(4-phenoxy-phenyl)-propionylamino]-thiazole-4-carboxylic acid methyl ester). Isolated yield 39.0%. Reaction SMILES: [CH:1]1([CH2:6][CH:7]([C:19]2[CH:24]=[CH:23][C:22]([O:25][C:26]3[CH:31]=[CH:30][CH:29]=[CH:28][CH:27]=3)=[CH:21][CH:20]=2)[C:8]([NH:10][C:11]2[S:12][CH:13]=[C:14]([C:16]([OH:18])=[O:17])[N:15]=2)=[O:9])[CH2:5][CH2:4][CH2:3][CH2:2]1.Cl.[CH3:33]O>>[CH3:33][O:17][C:16]([C:14]1[N:15]=[C:11]([NH:10][C:8](=[O:9])[CH:7]([C:19]2[CH:20]=[CH:21][C:22]([O:25][C:26]3[CH:31]=[CH:30][CH:29]=[CH:28][CH:27]=3)=[CH:23][CH:24]=2)[CH2:6][CH:1]2[CH2:5][CH2:4][CH2:3][CH2:2]2)[S:12][CH:13]=1)=[O:18]. Reported procedure: A solution of 2-[3-cyclopentyl-2-(4-phenoxy-phenyl)-propionylamino]-thiazole-4-carboxylic acid (100 mg, 0.23 mmol) in methanol (10 mL) was treated with concentrated hydrochloric acid (1 mL) and then heated under reflux for 16 h. At this time, the reaction mixture was concentrated in vacuo. The residue was dissolved in ethyl acetate (10 mL) and then washed with water (5 mL). The aqueous layer was further extracted with ethyl acetate (3×5 mL). The combined organic extracts were dried over sodium s... The reactants are P(=O)([O-])([O-])[O-] (phosphate), N12CCCN=CC2CCCC1 (1,5-diazabicyclo[5.4.0]undec-5-ene), C(C1=CC=CC=C1)N(C([C@H](CO)Br)=O)CS(=O)(=O)C(C)(C)C (N-benzyl-N-tert.-butylsulphonylmethyl-2-(S)-bromo-3-hydroxypropionic acid amide), C(Cl)Cl (methylene chloride). Run in O1CCCC1 (tetrahydrofuran). Run at time 90 minute. The product is C(C1=CC=CC=C1)N(C([C@H]1CO1)=O)CS(=O)(=O)C(C)(C)C (N-benzyl-N-tert.-butylsulphonylmethyl-(R)-glycidic acid amide). Reaction SMILES: N12CCCCC1C=NCCC2.[CH2:12]([N:19]([CH2:26][S:27]([C:30]([CH3:33])([CH3:32])[CH3:31])(=[O:29])=[O:28])[C:20](=[O:25])[C@@H:21](Br)[CH2:22][OH:23])[C:13]1[CH:18]=[CH:17][CH:16]=[CH:15][CH:14]=1.C(Cl)Cl.P([O-])([O-])([O-])=O>O1CCCC1>[CH2:12]([N:19]([CH2:26][S:27]([C:30]([CH3:33])([CH3:32])[CH3:31])(=[O:29])=[O:28])[C:20](=[O:25])[C@@H:21]1[O:23][CH2:22]1)[C:13]1[CH:18]=[CH:17][CH:16]=[CH:15][CH:14]=1. Procedure details: 1.125 g (7.4 mmol) of 1,5-diazabicyclo[5.4.0]undec-5-ene are added at 0° to a solution of 118 g (3 mmol) of N-benzyl-N-tert.-butylsulphonylmethyl-2-(S)-bromo-3-hydroxypropionic acid amide (see Example 4) in 15 ml of absolute tetrahydrofuran and the whole is stirred for a further 90 minutes at room temperature. After working up with methylene chloride and phosphate buffer having a pH of 7.0, the crude product obtained from the organic phase is chromatographed over 50 g of silica gel. After elutin... Conditions: time 5 hour. Yields the product C1[C@@H]2N(CCN1C(=O)C=1C=C(C=CC1)S(=O)(=O)NC1=CC=C(C=C1)C(F)(F)F)CCC2 (3-[(8aR)-hexahydropyrrolo[1,2-a]pyrazin-2(1H)-ylcarbonyl]-N-[4-(trifluoromethyl)phenyl]benzenesulfonamide). Procedure: To 3-(chlorosulfonyl)benzoyl chloride (0.359 g, 1.5 mmol) in anhydrous dichloromethane (80 mL) was added (R)-octahydropyrrolo[1,2-a]pyrazine (0.189 g, 1.5 mmol) in dichloromethane (4 mL) slowly over 10 minutes at room temperature. Then sodium carbonate (0.32 g, 2 mmol) was added, and the mixture was stirred at room temperature for 5 hours. Subsequently 4-(trifluoromethyl)aniline (2.42 g, 15 mmol) was added. The mixture was stirred at room temperature for 3 days, and then sodium carbonate (0.32 g... Reaction SMILES: Cl[S:2]([C:5]1[CH:6]=[C:7]([CH:11]=[CH:12][CH:13]=1)[C:8](Cl)=[O:9])(=[O:4])=[O:3].[CH2:14]1[NH:19][CH2:18][CH2:17][N:16]2[CH2:20][CH2:21][CH2:22][C@H:15]12.C(=O)([O-])[O-].[Na+].[Na+].[F:29][C:30]([F:39])([F:38])[C:31]1[CH:37]=[CH:36][C:34]([NH2:35])=[CH:33][CH:32]=1>ClCCl.CO>[CH2:14]1[N:19]([C:8]([C:7]2[CH:6]=[C:5]([S:2]([NH:35][C:34]3[CH:36]=[CH:37][C:31]([C:30]([F:29])([F:38])[F:39])=[CH:32][CH:33]=3)(=[O:4])=[O:3])[CH:13]=[CH:12][CH:11]=2)=[O:9])[CH2:18][CH2:17][N:16]2[CH2:20][CH2:21][CH2:22][C@H:15]12 |f:2.3.4|. The reactants are ClS(=O)(=O)C=1C=C(C(=O)Cl)C=CC1 (3-(chlorosulfonyl)benzoyl chloride), C1[C@@H]2N(CCN1)CCC2 ((R)-octahydropyrrolo[1,2-a]pyrazine), FC(C1=CC=C(N)C=C1)(F)F (4-(trifluoromethyl)aniline), C([O-])([O-])=O.[Na+].[Na+] (sodium carbonate), C([O-])([O-])=O.[Na+].[Na+] (sodium carbonate). Solvent: ClCCl (dichloromethane), ClCCl (dichloromethane), CO (methanol). Reactants: C(CCCCCCC)OC1=CC=C(C=C1)C1=CC=C(C=C1)C(=O)O (4′-(octyloxy)-4-biphenyl-carboxylic acid), C(CCl)Cl (EDC), CCN(C(C)C)C(C)C (DIPEA), NC=1C=C(C=CC1)N1CC(NS1(=O)=O)=O (5-(3-amino-phenyl)-1,1-dioxo-1,2,5-thiadiazolidin-3-one), C1=CC2=C(N=C1)N(N=N2)O (HOAt). The solvent is CCOC(=O)C (EtOAc), C1(=CC=CC=C1)C (toluene), CN(C)C=O.C1(=CC=CC=C1)C (DMF toluene). Reaction conditions: time 18 hour. Product: O=S1(N(CC(N1)=O)C=1C=C(C=CC1)NC(=O)C1=CC=C(C=C1)C1=CC=C(C=C1)OCCCCCCCC)=O (4′-Octyloxy-biphenyl-4-carboxylic acid [3-(1,1,4-trioxo-1,2,5-thiadiazolidin-2-yl)phenyl]-amide). RXN SMILES: [CH2:1]([O:9][C:10]1[CH:15]=[CH:14][C:13]([C:16]2[CH:21]=[CH:20][C:19]([C:22]([OH:24])=O)=[CH:18][CH:17]=2)=[CH:12][CH:11]=1)[CH2:2][CH2:3][CH2:4][CH2:5][CH2:6][CH2:7][CH3:8].C(Cl)CCl.CCN(C(C)C)C(C)C.[NH2:38][C:39]1[CH:40]=[C:41]([N:45]2[S:49](=[O:51])(=[O:50])[NH:48][C:47](=[O:52])[CH2:46]2)[CH:42]=[CH:43][CH:44]=1.C1C=NC2N(O)N=NC=2C=1>CN(C=O)C.C1(C)C=CC=CC=1.CCOC(C)=O.C1(C)C=CC=CC=1>[O:51]=[S:49]1(=[O:50])[NH:48][C:47](=[O:52])[CH2:46][N:45]1[C:41]1[CH:40]=[C:39]([NH:38][C:22]([C:19]2[CH:18]=[CH:17][C:16]([C:13]3[CH:12]=[CH:11][C:10]([O:9][CH2:1][CH2:2][CH2:3][CH2:4][CH2:5][CH2:6][CH2:7][CH3:8])=[CH:15][CH:14]=3)=[CH:21][CH:20]=2)=[O:24])[CH:44]=[CH:43][CH:42]=1 |f:5.6|. Procedure: 1.06 mmol of 4′-(octyloxy)-4-biphenyl-carboxylic acid, 1.06 mmol of EDC and 1.06 mmol DIPEA are added to a mixture of 0.53 mmol of 5-(3-amino-phenyl)-1,1-dioxo-1,2,5-thiadiazolidin-3-one and 0.11 mmol of HOAt in 6 ml of a DMF/toluene-mixture. The mixture obtained is stirred at rt for 18 hours, diluted with EtOAc and toluene and a precipitate is obtained and filtered off. 4′-Octyloxy-biphenyl-4-carboxylic acid [3-(1,1,4-trioxo-1,2,5-thiadiazolidin-2-yl)phenyl]-amide in solid form is obtained. The...